This data is from the Open Reaction Database (ORD), a public repository of structured organic reaction records. The task is: describe an organic reaction: reactants, conditions, products, and yield Reactants: C=CC(=O)N(CCNC(=O)OC(C)(C)C)C1CCN(Cc2ccccc2)CC1, CC(C)(C)[O-], [K+], CN(C)C=O. Product: CC(C)(C)OC(=O)N1CCC(=O)N(C2CCN(Cc3ccccc3)CC2)CC1. RXN SMILES: [C:1]([CH3:2])([CH3:3])([CH3:4])[O:5][C:6]([NH:7][CH2:8][CH2:9][N:10]([CH:11]1[CH2:12][CH2:13][N:14]([CH2:17][c:18]2[cH:19][cH:20][cH:21][cH:22][cH:23]2)[CH2:15][CH2:16]1)[C:24]([CH:25]=[CH2:26])=[O:27])=[O:28].[CH3:29][C:30]([CH3:31])([O-:32])[CH3:33].[K+:34].[O:35]=[CH:36][N:37]([CH3:38])[CH3:39]>>[C:1]([CH3:2])([CH3:3])([CH3:4])[O:5][C:6]([N:7]1[CH2:8][CH2:9][N:10]([CH:11]2[CH2:12][CH2:13][N:14]([CH2:17][c:18]3[cH:19][cH:20][cH:21][cH:22][cH:23]3)[CH2:15][CH2:16]2)[C:24](=[O:27])[CH2:25][CH2:26]1)=[O:28]. The reactants are C(#N)C=1C=NN(C1C)C1=C(C=C(C=C1Cl)C(F)(F)F)Cl (4-cyano-5-methyl-1-(2,6-dichloro-4-trifluoromethylphenyl)-1H-pyrazole), BrN1C(CCC1=O)=O (N-bromosuccinimide). Run in C(Cl)(Cl)(Cl)Cl (carbon tetrachloride). Product: BrCC1=C(C=NN1C1=C(C=C(C=C1Cl)C(F)(F)F)Cl)C#N (5-bromomethyl-4-cyano-1-(2,6-dichloro-4-trifluoromethylphenyl)-1H-pyrazole). Yield: 103.5%. As a reaction SMILES: [C:1]([C:3]1[CH:4]=[N:5][N:6]([C:9]2[C:14]([Cl:15])=[CH:13][C:12]([C:16]([F:19])([F:18])[F:17])=[CH:11][C:10]=2[Cl:20])[C:7]=1[CH3:8])#[N:2].[Br:21]N1C(=O)CCC1=O>C(Cl)(Cl)(Cl)Cl>[Br:21][CH2:8][C:7]1[N:6]([C:9]2[C:10]([Cl:20])=[CH:11][C:12]([C:16]([F:19])([F:17])[F:18])=[CH:13][C:14]=2[Cl:15])[N:5]=[CH:4][C:3]=1[C:1]#[N:2]. Reported procedure: By the method of Example 5, Step D, 106 g (0.331 mole) of 4-cyano-5-methyl-1-(2,6-dichloro-4-trifluoromethylphenyl)-1H-pyrazole was reacted with 71.1 g (0.40 mole) of N-bromosuccinimide in 2000 mL of carbon tetrachloride, yielding 136.7 g of 5-bromomethyl-4-cyano-1-(2,6-dichloro-4-trifluoromethylphenyl)-1H-pyrazole as red oil, a portion of which later solidified. The yield is 76.7%. Solvent: ClCCCl (1,2-dichloroethane). The product is C/C=1/CC2N(C3=CC=CC=C3C2)C(CCCC/C1)=O ((E)-12-methyl-7,8,9,10,13a, 14-hexahydroazecino[1,2-a]indol-6(13H)-one). As a reaction SMILES: [CH2:1]=[C:2]([CH:4]1[CH2:9][CH2:8][CH2:7][CH2:6][C:5]1=[O:10])[CH3:3].[NH:11]1[C:19]2[C:14](=[CH:15][CH:16]=[CH:17][CH:18]=2)[CH:13]=[CH:12]1.N1C2C(=CC=CC=2)CC=1.C([Al](Cl)Cl)C>ClCCCl>[CH3:1][C:2]1[CH2:3][CH:12]2[CH2:13][C:14]3[C:19](=[CH:18][CH:17]=[CH:16][CH:15]=3)[N:11]2[C:5](=[O:10])[CH2:6][CH2:7][CH2:8][CH2:9][CH:4]=1. The reactants are C=C(C)C1C(CCCC1)=O (2-(prop-1-en-2-yl)cyclohexanone), C(C)[Al](Cl)Cl (EtAlCl2), N1C=CC2=CC=CC=C12 (1H-indole), N1=CCC2=CC=CC=C12 (3H-indole). Reported procedure: Following the general procedure as described in Example 17, 2-(prop-1-en-2-yl)cyclohexanone (0.88 g, 6.38 mmol), 1H-indole (0.90 g, 7.65 mmol) which was in situ isomerized to 3H-indole, and EtAlCl2 (0.81 g, 6.38 mmol) in 1,2-dichloroethane (65 ml) were reacted to give the title product as a white solid (1.25 g, 77% yield). Reactants: [I-].[Na+] (Sodium iodide), C1N(CC2C1CNC2)CCCC2=CNC1=CC=C(C=C21)N2C=NN=C2 (3-(3-(hexahydro-pyrrolo[3,4-c]pyrrol-2-yl)propyl)-5-(1,2,4-triazol-4-yl)-1H-indole), C([O-])([O-])=O.[Na+].[Na+] (sodium carbonate), BrCCC1=CC=C(C=C1)NC(C)=O (N-(4-(2-bromoethyl)phenyl)acetamide). Solvent: COCCOC (1,2-dimethoxyethane). Product: N=1N=CN(C1)C=1C=C2C(=CNC2=CC1)CCCN1C[C@@H]2[C@H](C1)CN(C2)CCC2=CC=C(C=C2)NC(C)=O (cis-N-(4-(2-(5-(3-(5-(1,2,4-Triazol-4-yl)-1H-indol-3-yl)propyl)hexahydro-pyrrolo[3,4-c]pyrrol-2-yl)ethyl)phenyl)acetamide). The yield is 30.0%. Reaction SMILES: [I-].[Na+].[CH2:3]1[CH:7]2[CH2:8][NH:9][CH2:10][CH:6]2[CH2:5][N:4]1[CH2:11][CH2:12][CH2:13][C:14]1[C:22]2[C:17](=[CH:18][CH:19]=[C:20]([N:23]3[CH:27]=[N:26][N:25]=[CH:24]3)[CH:21]=2)[NH:16][CH:15]=1.C(=O)([O-])[O-].[Na+].[Na+].Br[CH2:35][CH2:36][C:37]1[CH:42]=[CH:41][C:40]([NH:43][C:44](=[O:46])[CH3:45])=[CH:39][CH:38]=1>COCCOC>[N:26]1[N:25]=[CH:24][N:23]([C:20]2[CH:21]=[C:22]3[C:17](=[CH:18][CH:19]=2)[NH:16][CH:15]=[C:14]3[CH2:13][CH2:12][CH2:11][N:4]2[CH2:5][C@@H:6]3[CH2:10][N:9]([CH2:35][CH2:36][C:37]4[CH:42]=[CH:41][C:40]([NH:43][C:44](=[O:46])[CH3:45])=[CH:39][CH:38]=4)[CH2:8][C@@H:7]3[CH2:3]2)[CH:27]=1 |f:0.1,3.4.5|. Reported procedure: Sodium iodide (98 mg, 0.65 mmol) was added to a mixture of 3-(3-(hexahydro-pyrrolo[3,4-c]pyrrol-2-yl)propyl)-5-(1,2,4-triazol-4-yl)-1H-indole (200 mg, 0.59 mmol), sodium carbonate (95 mg, 0.90 mmol) and N-(4-(2-bromoethyl)phenyl)acetamide (158 mg, 0.65 mmol) in dry 1,2-dimethoxyethane (5 ml) at room temperature under nitrogen. The mixture was then stirred and heated to reflux, protected from light, for 16 h. Upon cooling, the volatiles were removed in vacuo and the residue was partitioned betwee... Starting materials: ClC1=C2N=CN(C2=NC(=N1)NC=O)OCC1COC(OC1)(C)C (6-Chloro-9-(2,2-dimethyl-1,3-dioxan-5-ylmethoxy)-2-formamidopurine), N (ammonia). Run in CO (methanol). Run at temperature 110 celsius. The product is NC1=NC(=C2N=CN(C2=N1)OCC1COC(OC1)(C)C)N (2,6-Diamino-9-(2,2-dimethyl-1,3-dioxan-5-ylmethoxy)purine). The yield is 63.0%. As a reaction SMILES: Cl[C:2]1[N:10]=[C:9]([NH:11]C=O)[N:8]=[C:7]2[C:3]=1[N:4]=[CH:5][N:6]2[O:14][CH2:15][CH:16]1[CH2:21][O:20][C:19]([CH3:23])([CH3:22])[O:18][CH2:17]1.[NH3:24]>CO>[NH2:11][C:9]1[N:8]=[C:7]2[C:3]([N:4]=[CH:5][N:6]2[O:14][CH2:15][CH:16]2[CH2:21][O:20][C:19]([CH3:23])([CH3:22])[O:18][CH2:17]2)=[C:2]([NH2:24])[N:10]=1. Procedure: A mixture of 6-Chloro-9-(2,2-dimethyl-1,3-dioxan-5-ylmethoxy)-2-formamidopurine (630 mg, 1.84 mmol), ammonia (10 ml) and methanol (15 ml) was heated at 110° C. for 7.5 hours in an autoclave and then allowed to cool over 16 hours. The mixture was evaporated to dryness and the residue chromatographed on silica (eluted with chloroform-ethanol, 20:1), affording the title compound (340 mg, 63%). 1R: υmax (KBr) 3409, 3321, 3158, 1669, 1640, 1589, 1488, 1457, 1409 cm-1. H NMR: δH [(CD3)2SO] 1.32(3H,s,C... RXN SMILES: Br[CH2:2][CH:3]1[CH2:8][CH2:7][O:6][CH2:5][CH2:4]1.C([O-])([O-])=O.[K+].[K+].[Cl:15][C:16]1[CH:42]=[CH:41][CH:40]=[C:39]([F:43])[C:17]=1[CH2:18][N:19]1[C:24]2[CH:25]=[CH:26][CH:27]=[CH:28][C:23]=2[S:22](=[O:30])(=[O:29])[N:21](CC2C=CC=CN=2)[C:20]1=[O:38]>>[Cl:15][C:16]1[CH:42]=[CH:41][CH:40]=[C:39]([F:43])[C:17]=1[CH2:18][N:19]1[C:24]2[CH:25]=[CH:26][CH:27]=[CH:28][C:23]=2[S:22](=[O:30])(=[O:29])[N:21]([CH2:2][CH:3]2[CH2:8][CH2:7][O:6][CH2:5][CH2:4]2)[C:20]1=[O:38] |f:1.2.3|. Procedure details: The title compound (150 mg, 0.34 mmol) was prepared from (IntE1) (0.3 g, 0.88 mmol), 4-(bromomethyl)tetrahydro-2H-pyran (0.20 g, 1.05 mmol) and K2CO3 (0.36 g, 2.60 mmol) using the methods of (128). Reactants: BrCC1CCOCC1 (4-(bromomethyl)tetrahydro-2H-pyran), C(=O)([O-])[O-].[K+].[K+] (K2CO3), ClC1=C(CN2C(N(S(C3=C2C=CC=C3)(=O)=O)CC3=NC=CC=C3)=O)C(=CC=C1)F (4-(2-Chloro-6-fluorobenzyl)-2-(pyridin-2-ylmethyl)-2H-1,2,4-benzothiadiazin-3(4H)-one 1,1-dioxide). Product: ClC1=C(CN2C(N(S(C3=C2C=CC=C3)(=O)=O)CC3CCOCC3)=O)C(=CC=C1)F (4-(2-Chloro-6-fluorobenzyl)-2-(tetrahydro-2H-pyran-4-ylmethyl)-2H-1,2,4-benzothiadiazin-3(4H)-one 1,1-dioxide). Reactants: C(C)(C)(C)OC(=O)N(C(C1=C(C=CC(=C1)N1C(CCC1)=O)C(=O)N1CCN(CC1)C1=NC=C(C=C1C)C)=O)C(=O)OC(C)(C)C (N,N-di-tert-butyloxycarbonyl-2-[4-(3,5-dimethylpyridin-2-yl)piperazine-1-carbonyl]-5-(2-oxopyrrolidin-1-yl)benzamide), CNCCC#N (3-methylaminopropionitrile). Product: C(#N)CCN(C(C1=C(C=CC(=C1)N1C(CCC1)=O)C(=O)N1CCN(CC1)C1=NC=C(C=C1C)C)=O)C (N-(2-cyanoethyl)-2-[4-(3,5-dimethylpyridin-2-yl)piperazine-1-carbonyl]-N-methyl-5-(2-oxopyrrolidin-1-yl)benzamide). As a reaction SMILES: C(O[C:6]([N:8]([C:39](OC(C)(C)C)=O)[C:9](=[O:38])[C:10]1[CH:15]=[C:14]([N:16]2[CH2:20][CH2:19][CH2:18][C:17]2=[O:21])[CH:13]=[CH:12][C:11]=1[C:22]([N:24]1[CH2:29][CH2:28][N:27]([C:30]2[C:35]([CH3:36])=[CH:34][C:33]([CH3:37])=[CH:32][N:31]=2)[CH2:26][CH2:25]1)=[O:23])=O)(C)(C)C.C[NH:47][CH2:48][CH2:49]C#N>>[C:48]([CH2:49][CH2:39][N:8]([CH3:6])[C:9](=[O:38])[C:10]1[CH:15]=[C:14]([N:16]2[CH2:20][CH2:19][CH2:18][C:17]2=[O:21])[CH:13]=[CH:12][C:11]=1[C:22]([N:24]1[CH2:29][CH2:28][N:27]([C:30]2[C:35]([CH3:36])=[CH:34][C:33]([CH3:37])=[CH:32][N:31]=2)[CH2:26][CH2:25]1)=[O:23])#[N:47]. Reported procedure: Using N,N-di-tert-butyloxycarbonyl-2-[4-(3,5-dimethylpyridin-2-yl)piperazine-1-carbonyl]-5-(2-oxopyrrolidin-1-yl)benzamide (150 mg) described in Example 769 and 3-methylaminopropionitrile (90 μL) and by the reaction and treatment in the same manner as in Example 770, the title compound (26 mg) was obtained.